Dataset: the Open Reaction Database (ORD), a public repository of structured organic reaction records. Task: describe an organic reaction: reactants, conditions, products, and yield Run in C1(=CC=CC=C1)C (toluene). RXN SMILES: [CH3:1][CH:2]1[CH2:6][C:5]([CH3:8])([CH3:7])[CH2:4][CH:3]1[CH2:9][C:10]#N.[H-].C([Al+]CC(C)C)C(C)C.C(O)(=[O:24])C.O>C1(C)C=CC=CC=1>[CH3:1][CH:2]1[CH2:6][C:5]([CH3:8])([CH3:7])[CH2:4][CH:3]1[CH2:9][CH:10]=[O:24] |f:1.2|. The reactants are CC1C(CC(C1)(C)C)CC#N (2-(2,4,4-trimethylcyclopentyl)-acetonitrile), [H-].C(C(C)C)[Al+]CC(C)C (Dibal), C(C)(=O)O (acetic acid), O (water). Reported procedure: 2-(2,4,4-Trimethylcyclopentyl)acetonitrile 4 is placed in toluene at 10° C. under an inert atmosphere. 1.2 eq. of Dibal (diisobutylaluminum hydride) are added thereto dropwise. The reaction medium is stirred at ambient temperature for a few hours and then poured onto a 20:40:40 mixture of acetic acid, water and ice. The aqueous phase is extracted once with toluene. The combined organic phases are washed with a sodium bicarbonate solution and then with an aqueous sodium chloride solution. After d... Yields the product CC1C(CC(C1)(C)C)CC=O (2-(2,4,4-trimethylcyclopentyl)-acetaldehyde). The reactants are C(C1=CC=CC=C1)N (benzylamine), FC=1C=C(CN)C=CC1F (3,4-difluorobenzylamine), O=C1N(CCN1CC1=NC=CC=C1)C=1C=C(C(=O)[O-])C=CN1 (2-(2-oxo-3-(pyridin-2-ylmethyl)imidazolidin-1-yl)isonicotinate). Yields the product FC=1C=C(CNC(C2=CC(=NC=C2)N2C(N(CC2)CC2=NC=CC=C2)=O)=O)C=CC1F (N-(3,4-difluorobenzyl)-2-(2-oxo-3-(pyridin-2-ylmethyl)imidazolidin-1-yl)isonicotinamide). The yield is 61.0%. Reaction SMILES: C(N)C1C=CC=CC=1.[F:9][C:10]1[CH:11]=[C:12]([CH:15]=[CH:16][C:17]=1[F:18])[CH2:13][NH2:14].[O:19]=[C:20]1[N:24]([CH2:25][C:26]2[CH:31]=[CH:30][CH:29]=[CH:28][N:27]=2)[CH2:23][CH2:22][N:21]1[C:32]1[CH:33]=[C:34]([CH:38]=[CH:39][N:40]=1)[C:35]([O-])=[O:36]>>[F:9][C:10]1[CH:11]=[C:12]([CH:15]=[CH:16][C:17]=1[F:18])[CH2:13][NH:14][C:35](=[O:36])[C:34]1[CH:38]=[CH:39][N:40]=[C:32]([N:21]2[CH2:22][CH2:23][N:24]([CH2:25][C:26]3[CH:31]=[CH:30][CH:29]=[CH:28][N:27]=3)[C:20]2=[O:19])[CH:33]=1. Reported procedure: Following the procedure as described in Example 15, making variations as required to replace benzylamine with 3,4-difluorobenzylamine to react with 2-(2-oxo-3-(pyridin-2-ylmethyl)imidazolidin-1-yl)isonicotinate, N-(3,4-difluorobenzyl)-2-(2-oxo-3-(pyridin-2-ylmethyl)imidazolidin-1-yl)isonicotinamide was obtained as a colorless solid in 61% yield: mp 143-145° C.; 1H NMR (300 MHz, CDCl3) δ 8.64-8.53 (m, 2H), 8.36-8.35 (m, 1H), 7.68-7.63 (m, 1H), 7.40-7.38 (m, 1H), 7.29-7.02 (m, 6H), 4.57-4.52 (m, 4... The reactants are CC(=O)C=1C=C2C(C(C(C2=CC1)(C)C)C)(C)C (1,1,2,3,3-pentamethyl-5-indanyl methyl ketone), C(C)(=O)O.C(=N)N (formamidine acetate). Run in C(CCC)O (butanol). Conditions: temperature 120 celsius. The product is CC1(C(C(C2=CC(=CC=C12)C1=NC=NC=C1)(C)C)C)C (4-(2,3-dihydro-1,1,2,3,3-pentamethyl-1H-inden-5-yl)-pyrimidine). Yield: 37.5%. Reaction SMILES: [CH3:1][C:2]([C:4]1[CH:5]=[C:6]2[C:10](=[CH:11][CH:12]=1)[C:9]([CH3:14])([CH3:13])[CH:8]([CH3:15])[C:7]2([CH3:17])[CH3:16])=O.[C:18](O)(=O)C.[CH:22]([NH2:24])=[NH:23]>C(O)CCC>[CH3:13][C:9]1([CH3:14])[C:10]2[C:6](=[CH:5][C:4]([C:2]3[CH:1]=[CH:18][N:24]=[CH:22][N:23]=3)=[CH:12][CH:11]=2)[C:7]([CH3:17])([CH3:16])[CH:8]1[CH3:15] |f:1.2|. Reported procedure: A 5 L reaction vessel was charged with 1,1,2,3,3-pentamethyl-5-indanyl methyl ketone (460 g, 2.0 mol) (commercially available at IFF), formamidine acetate (675 g, 6.4 mol), and butanol (1.0 L). The reaction mixture was heated to 120° C. for 10 hours and then cooled to 25° C. The reaction mixture was washed twice with brine (1 L) and purified by vacuum distillation to afford 4-(2,3-dihydro-1,1,2,3,3-pentamethyl-1H-inden-5-yl)-pyrimidine (200 g) having a boiling point of 153° C. at a pressure of 2...